Dataset: the Open Reaction Database (ORD), a public repository of structured organic reaction records. Task: describe an organic reaction: reactants, conditions, products, and yield Starting materials: ClC1=C2N=C(C(NC2=CC(=C1)C(F)(F)F)=O)N (5-chloro-7-trifluoromethyl-3-aminoquinoxalin-2(1H)-one), Cl.NO (hydroxylamine hydrochloride), O (H2O). Run in C(CCC)O (1-butanol). Conditions: temperature 25 celsius. Product: ClC1=C2NC(C(NC2=CC(=C1)C(F)(F)F)=O)=NO (5-chloro-7-trifluoromethyl-3-(hydroxyimino)-1,4-dihydroquinoxalin-2-one). The yield is 68.8%. As a reaction SMILES: [Cl:1][C:2]1[CH:11]=[C:10]([C:12]([F:15])([F:14])[F:13])[CH:9]=[C:8]2[C:3]=1[N:4]=[C:5]([NH2:17])[C:6](=[O:16])[NH:7]2.Cl.N[OH:20].O>C(O)CCC>[Cl:1][C:2]1[CH:11]=[C:10]([C:12]([F:14])([F:15])[F:13])[CH:9]=[C:8]2[C:3]=1[NH:4][C:5](=[N:17][OH:20])[C:6](=[O:16])[NH:7]2 |f:1.2|. Reported procedure: An adaptation of the method of Harsanyi et al., Liebigs Ann. Chem. 190 (1973), was used. A mixture of 5-chloro-7-trifluoromethyl-3-aminoquinoxalin-2(1H)-one (35 mg, 0.13 mmol) and hydroxylamine hydrochloride (20 mg, 0.29 mmol; Aldrich Co.) in 2 mL of 1-butanol was heated to reflux. The resulting suspension was stirred under reflux for 12 h. The resulting suspension was cool to 25° C., and added H2O (5 mL). A pale yellow precipitate appeared. The mixture was vacuum filtered and the solid was wash... Reactants: BrC1=CC=C2CCC(C2=C1)=O (6-bromo-1-indanone), C1(=CC=C(C=C1)S(=O)(=O)O)C (p-toluenesulfonic acid), C(CO)O (ethylene glycol). Run in C1=CC=CC=C1 (benzene). Product: BrC1=CC=C2CCC3(C2=C1)OCCO3 (6′-bromo-2′,3′-dihydrospiro[1,3-dioxolane-2,1′-indene]). Reaction SMILES: [Br:1][C:2]1[CH:10]=[C:9]2[C:5]([CH2:6][CH2:7][C:8]2=[O:11])=[CH:4][CH:3]=1.C1(C)C=CC(S(O)(=O)=O)=CC=1.[CH2:23](O)[CH2:24][OH:25]>C1C=CC=CC=1>[Br:1][C:2]1[CH:10]=[C:9]2[C:5]([CH2:6][CH2:7][C:8]32[O:25][CH2:24][CH2:23][O:11]3)=[CH:4][CH:3]=1. Procedure details: A mixture of Example 3 (13.0 g, 61.8 mmol), p-toluenesulfonic acid (23 mg, 0.12 mmol) and ethylene glycol (27.6 mL, 494.6 mmol) in benzene (140 mL) was heated to reflux for about 24 hours, using a Dean-Stark trap to separate the forming water. The mixture was cooled, poured into excess 5% aqueous sodium bicarbonate and was extracted with toluene. The combined organic extracts were washed with brine, dried (MgSO4), filtered and concentrated under vacuum. The residue was purified by flash column c...